This data is from the Open Reaction Database (ORD), a public repository of structured organic reaction records. The task is: describe an organic reaction: reactants, conditions, products, and yield Starting materials: N1CC(CCC1)OC=1C=C2C=CN=C(C2=CC1)N (6-(piperidin-3-yloxy)isoquinolin-1-ylamine), C([O-])([O-])=O.[K+].[K+] (potassium carbonate), BrCCOC1=CC=CC=C1 ((2-bromoethoxy)benzene). Solvent: C(C)#N (acetonitrile), CN(C)C=O (DMF). Conditions: time 16 hour. Product: O(C1=CC=CC=C1)CCN1CC(CCC1)OC=1C=C2C=CN=C(C2=CC1)N (6-[1-(2-phenoxyethyl)piperidin-3-yloxy]-isoquinolin-1-ylamine). Isolated yield 28.0%. As a reaction SMILES: [NH:1]1[CH2:6][CH2:5][CH2:4][CH:3]([O:7][C:8]2[CH:9]=[C:10]3[C:15](=[CH:16][CH:17]=2)[C:14]([NH2:18])=[N:13][CH:12]=[CH:11]3)[CH2:2]1.C(=O)([O-])[O-].[K+].[K+].Br[CH2:26][CH2:27][O:28][C:29]1[CH:34]=[CH:33][CH:32]=[CH:31][CH:30]=1>CN(C=O)C.C(#N)C>[O:28]([CH2:27][CH2:26][N:1]1[CH2:6][CH2:5][CH2:4][CH:3]([O:7][C:8]2[CH:9]=[C:10]3[C:15](=[CH:16][CH:17]=2)[C:14]([NH2:18])=[N:13][CH:12]=[CH:11]3)[CH2:2]1)[C:29]1[CH:34]=[CH:33][CH:32]=[CH:31][CH:30]=1 |f:1.2.3|. Procedure details: To a solution of 6-(piperidin-3-yloxy)isoquinolin-1-ylamine (30 mg, 123 μmol) in DMF (1 ml) was added potassium carbonate (18 mg, 129 μmol) followed by a solution of (2-bromoethoxy)benzene (26 mg, 129 μmol) in acetonitrile (0.5 ml). The mixture was stirred for 16 h at ambient temperature, then the solvent removed in vacuo and aqueous sodium hydrogen carbonate added. The mixture was extracted with chloroform/iso-propanol (3:1), dried (magnesium sulphate) and concentrated in vacuo to give a residu... Starting materials: CCO, CCOc1cc2ncc(C#N)c(Cl)c2cc1OCC, Nc1ccc2cn[nH]c2c1, [Na+], [Na+], O=C([O-])[O-], O. Yields the product CCOc1cc2ncc(C#N)c(Nc3ccc4cn[nH]c4c3)c2cc1OCC. As a reaction SMILES: [CH3:37][CH2:38][OH:39].[Cl:1][c:2]1[c:3]([C:18]#[N:19])[cH:4][n:5][c:6]2[cH:7][c:8]([O:15][CH2:16][CH3:17])[c:9]([O:12][CH2:13][CH3:14])[cH:10][c:11]12.[NH2:20][c:21]1[cH:22][cH:23][c:24]2[cH:25][n:26][nH:27][c:28]2[cH:29]1.[Na+:30].[Na+:31].[O-:32][C:33](=[O:34])[O-:35].[OH2:36]>>[c:2]1([NH:20][c:21]2[cH:22][cH:23][c:24]3[cH:25][n:26][nH:27][c:28]3[cH:29]2)[c:3]([C:18]#[N:19])[cH:4][n:5][c:6]2[cH:7][c:8]([O:15][CH2:16][CH3:17])[c:9]([O:12][CH2:13][CH3:14])[cH:10][c:11]12. Reactants: CC(=O)c1cc(-c2ccc(S(C)(=O)=O)cc2)c(-c2ccc(F)cc2)s1, CON, Cl, C1COCCO1, c1ccncc1. The product is CON=C(C)c1cc(-c2ccc(S(C)(=O)=O)cc2)c(-c2ccc(F)cc2)s1. As a reaction SMILES: [C:1]([CH3:2])(=[O:3])[c:4]1[cH:5][c:6](-[c:16]2[cH:17][cH:18][c:19]([S:22](=[O:23])(=[O:24])[CH3:25])[cH:20][cH:21]2)[c:7](-[c:9]2[cH:10][cH:11][c:12]([F:15])[cH:13][cH:14]2)[s:8]1.[CH3:27][O:28][NH2:29].[ClH:26].[O:36]1[CH2:37][CH2:38][O:39][CH2:40][CH2:41]1.[cH:30]1[cH:31][cH:32][n:33][cH:34][cH:35]1>>[C:1]([CH3:2])([c:4]1[cH:5][c:6](-[c:16]2[cH:17][cH:18][c:19]([S:22](=[O:23])(=[O:24])[CH3:25])[cH:20][cH:21]2)[c:7](-[c:9]2[cH:10][cH:11][c:12]([F:15])[cH:13][cH:14]2)[s:8]1)=[N:29][O:28][CH3:27].